This data is from the Open Reaction Database (ORD), a public repository of structured organic reaction records. The task is: describe an organic reaction: reactants, conditions, products, and yield The reactants are O\N=C/1\[C@@H](CNC1)CNC(OCC1=CC=CC=C1)=O (Phenylmethyl {[(3S,4Z)-4-(hydroxyimino)-3-pyrrolidinyl]methyl}carbamate), TEA, FC=1C=NC2=CC=C(C=C2C1C=C)OC (3-Fluoro-6-methoxy-4-vinyl-quinoline), CN(C)C=O (DMF). Run at temperature 90 celsius, time 18 hour. The product is FC=1C=NC2=CC=C(N=C2C1CCN1C[C@H](/C(/C1)=N/O)CNC(OCC1=CC=CC=C1)=O)OC (Phenylmethyl {[(3R,4Z)-1-{2-[3-fluoro-6-(methyloxy)-1,5-naphthyridin-4-yl]ethyl}-4-(hydroxyimino)-3-pyrrolidinyl]methyl}carbamate). Yield: 18.0%. RXN SMILES: [F:1][C:2]1[CH:3]=[N:4][C:5]2[C:10]([C:11]=1[CH:12]=[CH2:13])=C[C:8]([O:14][CH3:15])=[CH:7][CH:6]=2.[OH:16]/[N:17]=[C:18]1/[C@H:19]([CH2:23][NH:24][C:25](=[O:34])[O:26][CH2:27][C:28]2[CH:33]=[CH:32][CH:31]=[CH:30][CH:29]=2)[CH2:20][NH:21][CH2:22]/1.C[N:36](C=O)C>>[F:1][C:2]1[CH:3]=[N:4][C:5]2[C:10]([C:11]=1[CH2:12][CH2:13][N:21]1[CH2:22]/[C:18](=[N:17]\[OH:16])/[C@H:19]([CH2:23][NH:24][C:25](=[O:34])[O:26][CH2:27][C:28]3[CH:33]=[CH:32][CH:31]=[CH:30][CH:29]=3)[CH2:20]1)=[N:36][C:8]([O:14][CH3:15])=[CH:7][CH:6]=2. Procedure details: To 3-Fluoro-6-methoxy-4-vinyl-quinoline (0.554 g, 2.72 mmol) was added DMF (2.0 mL). Phenylmethyl {[(3S,4Z)-4-(hydroxyimino)-3-pyrrolidinyl]methyl}carbamate (0.66 g, 2.21 mmol) and TEA (0.76 mL, 5.44 mmol) were added to the mixture and the reaction was heated and stirred at 90 degrees C. for 18 hours. The solution was concentrated under reduced pressure and was chromatographed on silica gel to yield an oil (0.180 g, 18%). LCMS: m/z 468.4 (MH+).